From a dataset of the Open Reaction Database (ORD), a public repository of structured organic reaction records. describe an organic reaction: reactants, conditions, products, and yield Procedure details: tert-Butyl 6-(2-aminoethyl)-1,4,5,6-tetrahydroazepino[4,5-b]indole-3(2H)-carboxylate (0.0336 g, 0.102 mmol) was dissolved in CH2Cl2 (2 mL) at rt. CF3CO2H (1 mL) was added and the reaction mixture was stirred for 4 h. The reaction mixture was concentrated and the residue was taken up in EtOAc (2 mL). HCl in Et2O (1 N) and MeOH were added and the mixture was concentrated to give crude 2-(2,3,4,5-tetrahydroazepino[4,5-b]indol-6(1H)-yl)ethanamine dihydrochloride (0.0339 g). 1H NMR (300 MHz, DMF-d7) ... Reaction SMILES: [NH2:1][CH2:2][CH2:3][N:4]1[C:12]2[CH:11]=[CH:10][CH:9]=[CH:8][C:7]=2[C:6]2[CH2:13][CH2:14][N:15](C(OC(C)(C)C)=O)[CH2:16][CH2:17][C:5]1=2.C(C(O)=O)(F)(F)F.C(Cl)[Cl:33]>>[ClH:33].[ClH:33].[CH2:13]1[C:6]2[C:7]3[CH:8]=[CH:9][CH:10]=[CH:11][C:12]=3[N:4]([CH2:3][CH2:2][NH2:1])[C:5]=2[CH2:17][CH2:16][NH:15][CH2:14]1 |f:3.4.5|. The reactants are NCCN1C2=C(C=3C=CC=CC13)CCN(CC2)C(=O)OC(C)(C)C (tert-Butyl 6-(2-aminoethyl)-1,4,5,6-tetrahydroazepino[4,5-b]indole-3(2H)-carboxylate), C(Cl)Cl (CH2Cl2), C(F)(F)(F)C(=O)O (CF3CO2H). Yields the product Cl.Cl.C1CNCCC=2N(C=3C=CC=CC3C21)CCN (2-(2,3,4,5-tetrahydroazepino[4,5-b]indol-6(1H)-yl)ethanamine dihydrochloride). Conditions: time 4 hour. Starting materials: C, CCOC(=O)C=Cc1cn(-c2ccccc2)nc1OCc1ccccc1, C1CCOC1, [Pd]. Yields the product CCOC(=O)CCc1cn(-c2ccccc2)nc1OCc1ccccc1. As a reaction SMILES: [C:27].[CH2:1]([c:2]1[cH:3][cH:4][cH:5][cH:6][cH:7]1)[O:8][c:9]1[n:10][n:11](-[c:21]2[cH:22][cH:23][cH:24][cH:25][cH:26]2)[cH:12][c:13]1[CH:14]=[CH:15][C:16](=[O:17])[O:18][CH2:19][CH3:20].[O:29]1[CH2:30][CH2:31][CH2:32][CH2:33]1.[Pd:28]>>[CH2:1]([c:2]1[cH:3][cH:4][cH:5][cH:6][cH:7]1)[O:8][c:9]1[n:10][n:11](-[c:21]2[cH:22][cH:23][cH:24][cH:25][cH:26]2)[cH:12][c:13]1[CH2:14][CH2:15][C:16](=[O:17])[O:18][CH2:19][CH3:20]. The reactants are [Si](C(F)F)(C)(C)C, c1c(cc2c(c1OCc1ccccc1)CN(CC2)C(OC(C)(C)C)=O)Br. Reagents/catalysts: c1ccc(cc1)-c2c3ccccc3cc4ccccc24 (9-Phenylanthracene), CC(C)(C)[O-].[Na+] (NaOtBu), P(C1CCCC1)(c1ccccc1)c1ccccc1.P(C1CCCC1)(c1ccccc1)c1ccccc1.[Fe] (dppf), [Pd].c1(/C=C/C(/C=C/c2ccccc2)=O)ccccc1.c1(/C=C/C(/C=C/c2ccccc2)=O)ccccc1 (Pd2(dba)3/dppf). The solvent is C1COCCO1 (Dioxane). Reaction conditions: temperature 80 celsius, time 18 hour. Yields the product CC(C)(C)OC(=O)N1CCc2cc(cc(OCc3ccccc3)c2C1)C(F)F. As a reaction SMILES: [CH3:1][C:2]([O:5][C:6]([N:8]1[CH2:25][c:24]([c:11]2[CH2:10][CH2:9]1)[c:15]([O:16][CH2:17][c:18]3[cH:23][cH:22][cH:21][cH:20][cH:19]3)[cH:14][c:13](Br)[cH:12]2)=[O:7])([CH3:4])[CH3:3].C[Si]([CH:26]([F:28])[F:27])(C)C>>[CH3:1][C:2]([O:5][C:6]([N:8]1[CH2:25][c:24]([c:11]2[CH2:10][CH2:9]1)[c:15]([O:16][CH2:17][c:18]3[cH:23][cH:22][cH:21][cH:20][cH:19]3)[cH:14][c:13]([CH:26]([F:28])[F:27])[cH:12]2)=[O:7])([CH3:4])[CH3:3].